From a dataset of the Open Reaction Database (ORD), a public repository of structured organic reaction records. describe an organic reaction: reactants, conditions, products, and yield Product: COc1ccc(S(=O)(=O)Nc2ccccc2-c2ccc(F)cc2C(C)O)cc1. Reactants: CCCC[N+](CCCC)(CCCC)CCCC, [F-], COc1ccc(S(=O)(=O)N(COCC[Si](C)(C)C)c2ccccc2-c2ccc(F)cc2C(C)O)cc1, C1CCOC1. Reaction SMILES: [CH3:38][CH2:39][CH2:40][CH2:41][N+:42]([CH2:43][CH2:44][CH2:45][CH3:46])([CH2:47][CH2:48][CH2:49][CH3:50])[CH2:51][CH2:52][CH2:53][CH3:54].[F-:37].[F:1][c:2]1[cH:3][c:4]([CH:34]([CH3:35])[OH:36])[c:5](-[c:8]2[c:9]([N:14]([S:15](=[O:16])(=[O:17])[c:18]3[cH:19][cH:20][c:21]([O:24][CH3:25])[cH:22][cH:23]3)[CH2:26][O:27][CH2:28][CH2:29][Si:30]([CH3:31])([CH3:32])[CH3:33])[cH:10][cH:11][cH:12][cH:13]2)[cH:6][cH:7]1.[O:55]1[CH2:56][CH2:57][CH2:58][CH2:59]1>>[F:1][c:2]1[cH:3][c:4]([CH:34]([CH3:35])[OH:36])[c:5](-[c:8]2[c:9]([NH:14][S:15](=[O:16])(=[O:17])[c:18]3[cH:19][cH:20][c:21]([O:24][CH3:25])[cH:22][cH:23]3)[cH:10][cH:11][cH:12][cH:13]2)[cH:6][cH:7]1. Reactants: CC(=O)O[BH-](OC(C)=O)OC(C)=O, CCOc1ccc(C=O)cc1, CSc1ccc(N)cc1, ClCCl, [Na+]. Yields the product CCOc1ccc(CNc2ccc(SC)cc2)cc1. Reaction SMILES: [C:21]([O:22][BH-:23]([O:24][C:25](=[O:26])[CH3:27])[O:28][C:29](=[O:30])[CH3:31])(=[O:32])[CH3:33].[CH2:10]([CH3:11])[O:12][c:13]1[cH:14][cH:15][c:16]([CH:17]=[O:18])[cH:19][cH:20]1.[CH3:1][S:2][c:3]1[cH:4][cH:5][c:6]([NH2:7])[cH:8][cH:9]1.[Cl:35][CH2:36][Cl:37].[Na+:34]>>[CH3:1][S:2][c:3]1[cH:4][cH:5][c:6]([NH:7][CH2:17][c:16]2[cH:15][cH:14][c:13]([O:12][CH2:10][CH3:11])[cH:20][cH:19]2)[cH:8][cH:9]1. RXN SMILES: [CH3:13][OH:14].[CH3:15][c:16]1[cH:17][cH:18][cH:19][cH:20][cH:21]1.[OH:1][C:2](=[O:3])[c:4]1[cH:5][cH:6][c:7]([N+:10]([O-:11])=[O:12])[cH:8][cH:9]1>>[O:1]([C:2](=[O:3])[c:4]1[cH:5][cH:6][c:7]([N+:10]([O-:11])=[O:12])[cH:8][cH:9]1)[CH3:13]. Reactants: CO, Cc1ccccc1, O=C(O)c1ccc([N+](=O)[O-])cc1. Yields the product COC(=O)c1ccc([N+](=O)[O-])cc1. Reactants: mixture, C[C@@H]1CC=CC(=C)[C@]1(C)CCC2=CC(OC2=O)O (hydroxy butenolide), CC1=C(C(CCC1)(C)C)/C=C/C(C)(C=C)O (vinyl beta-ionol), Cl.C1(=CC=CC=C1)P(C1=CC=CC=C1)C1=CC=CC=C1 (triphenylphosphine hydrochloride), [OH-].[K+] (potassium hydroxide). Procedure: 43 g of the mixture of retinoic acids from the condensation of hydroxy butenolide, vinyl beta-ionol and triphenylphosphine hydrochloride in 10 ml of ethanol are treated with 15 g of a 50% potassium hydroxide aqueous solution, subsequently diluted to 200 mL with water, added with 30 mg of Bengal rose, then irradiated with a 18 Watt lamp for 12 hours. As a reaction SMILES: C[C@H]1[C@](C[CH2:11][C:12]2[C:16](=O)[O:15][CH:14]([OH:18])[CH:13]=2)(C)C(=C)C=CC1.[CH3:19][C:20]1[CH2:25][CH2:24][CH2:23][C:22]([CH3:27])([CH3:26])[C:21]=1/[CH:28]=[CH:29]/[C:30](O)([CH:32]=[CH2:33])[CH3:31].Cl.C1(P(C2C=CC=CC=2)C2C=CC=CC=2)C=CC=CC=1.[OH-].[K+]>C(O)C.O>[CH3:19][C:20]1[CH2:25][CH2:24][CH2:23][C:22]([CH3:27])([CH3:26])[C:21]=1/[CH:28]=[CH:29]/[C:30](/[CH3:31])=[CH:32]/[CH:33]=[CH:11]/[C:12](/[CH3:16])=[CH:13]\[C:14]([OH:18])=[O:15] |f:2.3,4.5|. Solvent: C(C)O (ethanol), O (water). Product: CC1=C(C(CCC1)(C)C)/C=C/C(=C/C=C/C(=C\C(=O)O)/C)/C (13-cis-Retinoic acid). Reactants: CC(=O)OI1(C=2C=CC=CC2C(=O)O1)(OC(=O)C)OC(=O)C (Dess-Martin periodinane), OC(CNC(C1=CC(=CC=C1)I)=O)C (N-(2-hydroxypropyl)-3-iodobenzamide), C([O-])(O)=O.[Na+] (sodium bicarbonate). Solvent: ClCCl (dichloromethane). Reaction conditions: temperature 0 celsius, time 1 hour. The product is IC=1C=C(C(=O)NCC(C)=O)C=CC1 (3-iodo-N-(2-oxopropyl)benzamide). Isolated yield 93.3%. As a reaction SMILES: [OH:1][CH:2]([CH3:14])[CH2:3][NH:4][C:5](=[O:13])[C:6]1[CH:11]=[CH:10][CH:9]=[C:8]([I:12])[CH:7]=1.CC(OI1(OC(C)=O)(OC(C)=O)OC(=O)C2C=CC=CC1=2)=O.C(=O)(O)[O-].[Na+]>ClCCl>[I:12][C:8]1[CH:7]=[C:6]([CH:11]=[CH:10][CH:9]=1)[C:5]([NH:4][CH2:3][C:2](=[O:1])[CH3:14])=[O:13] |f:2.3|. Reported procedure: N-(2-Hydroxypropyl)-3-iodobenzamide (1.09 g, 3.57 mmol) obtained in Step 1 was dissolved in dichloromethane (40 mL), cooled to 0° C., and stirred at room temperature for 1 hour after adding Dess-Martin periodinane (1.82 g, 4.28 mmol). Thereafter, a saturated aqueous sodium bicarbonate solution was added to the mixture, and the mixture was extracted with chloroform. The organic layer was dried over anhydrous magnesium sulfate. The residue obtained upon concentration was purified by silica gel col... Reactants: C[C@@]12[C@@H](NCCC1)C1=CC=CC=C1C2 ((−)-(4aR,9bR)-4a-Methyl-2,3,4,4a,5,9b-hexahydro-1H-indeno[1,2-b]pyridine), Cl (hydrochloride). The product is Cl.C[C@@]12[C@@H](NCCC1)C1=CC=CC=C1C2 ((4aR,9bR)-4a-methyl-2,3,4,4a,5,9b-hexahydro-1H-indeno[1,2-b]pyridine hydrochloride). As a reaction SMILES: [CH3:1][C@@:2]12[CH2:14][C:13]3[C:8](=[CH:9][CH:10]=[CH:11][CH:12]=3)[C@@H:3]1[NH:4][CH2:5][CH2:6][CH2:7]2.[ClH:15]>>[ClH:15].[CH3:1][C@@:2]12[CH2:14][C:13]3[C:8](=[CH:9][CH:10]=[CH:11][CH:12]=3)[C@@H:3]1[NH:4][CH2:5][CH2:6][CH2:7]2 |f:2.3|. Procedure details: (−)-(4aR,9bR)-4a-Methyl-2,3,4,4a,5,9b-hexahydro-1H-indeno[1,2-b]pyridine was made into a hydrochloride by a conventional method, and then recrystallized from ethyl acetate/ethanol to obtain (4aR,9bR)-4a-methyl-2,3,4,4a,5,9b-hexahydro-1H-indeno[1,2-b]pyridine hydrochloride as a colorless crystal. Starting materials: NCCCN1C(=NC=2C(=NC=3C=CC=CC3C21)N)CCOC (1-(3-aminopropyl)-2-(2-methoxyethyl)-1H-imidazo[4,5-c]quinolin-4-amine), CS(=O)(=O)Cl (methanesulfonyl chloride). Product: NC1=NC=2C=CC=CC2C2=C1N=C(N2CCCNS(=O)(=O)C)CCOC (N-{3-[4-amino-2-(2-methoxyethyl)-1H-imidazo[4,5-c]quinolin-1-yl]propyl}methanesulfonamide). RXN SMILES: [NH2:1][CH2:2][CH2:3][CH2:4][N:5]1[C:17]2[C:16]3[CH:15]=[CH:14][CH:13]=[CH:12][C:11]=3[N:10]=[C:9]([NH2:18])[C:8]=2[N:7]=[C:6]1[CH2:19][CH2:20][O:21][CH3:22].[CH3:23][S:24](Cl)(=[O:26])=[O:25]>>[NH2:18][C:9]1[C:8]2[N:7]=[C:6]([CH2:19][CH2:20][O:21][CH3:22])[N:5]([CH2:4][CH2:3][CH2:2][NH:1][S:24]([CH3:23])(=[O:26])=[O:25])[C:17]=2[C:16]2[CH:15]=[CH:14][CH:13]=[CH:12][C:11]=2[N:10]=1. Reported procedure: Using the general method of Example 242, 1-(3-aminopropyl)-2-(2-methoxyethyl)-1H-imidazo[4,5-c]quinolin-4-amine (1.53 g, 5.11 mmol) was reacted with methanesulfonyl chloride to provide 800 mg of N-{3-[4-amino-2-(2-methoxyethyl)-1H-imidazo[4,5-c]quinolin-1-yl]propyl}methanesulfonamide as light yellow needles, m.p. 193-194° C. Analysis: Calculated for C17H23N5O3S: % C, 54.09; % H, 6.14; % N, 18.55; The solvent is C1(=CC=CC=C1)C (toluene), C(Cl)(Cl)Cl (chloroform), ClCCl (dichloromethane). Reported procedure: To a mixture of 4,4-dimethylcyclohexane-1,3-dione (6.28 g, 45 mmol), 5-bromo-2-ethylphenyl lead triacetate (28 g, 49 mmol) and dimethylaminopyridine (27.4 g, 0.22 mol) under nitrogen are added anhydrous chloroform (300 ml) and toluene (75 ml). The reaction mixture is heated at 80° C. for 2 hours and then allowed to cool to room temperature overnight. 2M Aqueous hydrochloric acid (750 ml) and dichloromethane (500 ml) are added and the mixture is filtered through diatomaceous earth, washing throug... The reactants are CC1(C(CC(CC1)=O)=O)C (4,4-dimethylcyclohexane-1,3-dione), C(C)(=O)[O-].C(C)(=O)[O-].C(C)(=O)[O-].BrC=1C=CC(=C(C1)[Pb+3])CC (5-bromo-2-ethylphenyl lead triacetate), CN(C)C1=NC=CC=C1 (dimethylaminopyridine), Cl (hydrochloric acid). The product is BrC=1C=CC(=C(C1)C1C(CCC(C1=O)(C)C)=O)CC (2-(5-bromo-2-ethylphenyl)-4,4-dimethylcyclohexane-1,3-dione). Reaction conditions: temperature 80 celsius. The yield is 46.6%. RXN SMILES: [CH3:1][C:2]1([CH3:10])[CH2:7][CH2:6][C:5](=[O:8])[CH2:4][C:3]1=[O:9].C([O-])(=O)C.C([O-])(=O)C.C([O-])(=O)C.[Br:23][C:24]1[CH:25]=[CH:26][C:27]([CH2:31][CH3:32])=[C:28]([Pb+3])[CH:29]=1.CN(C1C=CC=CN=1)C.Cl>ClCCl.C1(C)C=CC=CC=1.C(Cl)(Cl)Cl>[Br:23][C:24]1[CH:29]=[CH:28][C:27]([CH2:31][CH3:32])=[C:26]([CH:4]2[C:3](=[O:9])[C:2]([CH3:10])([CH3:1])[CH2:7][CH2:6][C:5]2=[O:8])[CH:25]=1 |f:1.2.3.4|.